From a dataset of the Open Reaction Database (ORD), a public repository of structured organic reaction records. describe an organic reaction: reactants, conditions, products, and yield The product is NC1=NNC(=N1)SC1=CC=C(C=C1)C#N (3-Amino-5-(4-cyanophenylthio)-1H-1,2,4-triazole). Yield: 9.9%. Solvent: CN(C=O)C (dimethylformamide), CN(C=O)C (dimethylformamide), CN(C=O)C (dimethylformamide). Reaction SMILES: [H-].[Na+].[NH2:3][C:4]1[N:8]=[C:7]([SH:9])[NH:6][N:5]=1.Cl[C:11]1[CH:18]=[CH:17][C:14]([C:15]#[N:16])=[CH:13][CH:12]=1.O>CN(C)C=O>[NH2:3][C:4]1[N:8]=[C:7]([S:9][C:11]2[CH:18]=[CH:17][C:14]([C:15]#[N:16])=[CH:13][CH:12]=2)[NH:6][N:5]=1 |f:0.1|. Run at time 30 minute. Procedure: To 60% sodium hydride-in-oil (3.89 g) in dimethylformamide (50 ml) was dropwise added a solution (100 ml) of 3-amino-5-mercapto-1H-1,2,4-triazole (10.0 g) in dimethylformamide under ice-cooling. After the dropwise addition, the mixture was stirred at 0° C.-room temperature for 30 minutes and ice-cooled again. A solution (50 ml) of 4-chlorobenzonitrile (13.0 g) in dimethylformamide was dropwise added. The mixture was stirred at 0° C.-room temperature for 30 minutes and at 100°-110° C. for 33 hour... Reactants: [H-].[Na+] (sodium hydride), NC1=NNC(=N1)S (3-amino-5-mercapto-1H-1,2,4-triazole), O (water), ClC1=CC=C(C#N)C=C1 (4-chlorobenzonitrile), O (water). Starting materials: Cc1sc2nc(-c3cccnc3)nc(Cl)c2c1Cl, NCc1ccccc1. Product: Cc1sc2nc(-c3cccnc3)nc(NCc3ccccc3)c2c1Cl. RXN SMILES: [Cl:9][c:10]1[c:11]2[c:12]([n:13][c:14](-[c:16]3[cH:17][n:18][cH:19][cH:20][cH:21]3)[n:15]1)[s:22][c:23]([CH3:26])[c:24]2[Cl:25].[NH2:1][CH2:2][c:3]1[cH:4][cH:5][cH:6][cH:7][cH:8]1>>[NH:1]([CH2:2][c:3]1[cH:4][cH:5][cH:6][cH:7][cH:8]1)[c:10]1[c:11]2[c:12]([n:13][c:14](-[c:16]3[cH:17][n:18][cH:19][cH:20][cH:21]3)[n:15]1)[s:22][c:23]([CH3:26])[c:24]2[Cl:25]. Starting materials: CC(C)(C)c1cc(NC(=O)Nc2cccc(O)c2)no1, O=C([O-])[O-], CC(C)O, COCCOc1cc2ncnc(Cl)c2cc1OCCOC, [Cs+], [Cs+]. Yields the product COCCOc1cc2ncnc(Oc3cccc(NC(=O)Nc4cc(C(C)(C)C)on4)c3)c2cc1OCCOC. RXN SMILES: [C:1]([CH3:2])([CH3:3])([CH3:4])[c:5]1[cH:6][c:7]([NH:10][C:11](=[O:12])[NH:13][c:14]2[cH:15][c:16]([OH:20])[cH:17][cH:18][cH:19]2)[n:8][o:9]1.[C:42](=[O:43])([O-:44])[O-:45].[CH:48]([OH:49])([CH3:50])[CH3:51].[Cl:21][c:22]1[n:23][cH:24][n:25][c:26]2[cH:27][c:28]([O:37][CH2:38][CH2:39][O:40][CH3:41])[c:29]([O:32][CH2:33][CH2:34][O:35][CH3:36])[cH:30][c:31]12.[Cs+:46].[Cs+:47]>>[C:1]([CH3:2])([CH3:3])([CH3:4])[c:5]1[cH:6][c:7]([NH:10][C:11](=[O:12])[NH:13][c:14]2[cH:15][c:16]([O:20][c:22]3[n:23][cH:24][n:25][c:26]4[cH:27][c:28]([O:37][CH2:38][CH2:39][O:40][CH3:41])[c:29]([O:32][CH2:33][CH2:34][O:35][CH3:36])[cH:30][c:31]34)[cH:17][cH:18][cH:19]2)[n:8][o:9]1. Reaction SMILES: [N:1]1[CH:6]=[CH:5][CH:4]=[C:3]([C:7]2[N:12]3[N:13]=[CH:14][CH:15]=[C:11]3[N:10]=[CH:9][CH:8]=2)[CH:2]=1.[OH:16]O>C(O)(=O)C>[N+:1]1([O-:16])[CH:6]=[CH:5][CH:4]=[CH:3][CH:2]=1.[N:1]1[CH:6]=[CH:5][CH:4]=[C:3]([C:7]2[N:12]3[N:13]=[CH:14][CH:15]=[C:11]3[N:10]=[CH:9][CH:8]=2)[CH:2]=1 |f:3.4|. Procedure details: A mixture of 1.96 g. of 7-(3-pyridyl)pyrazolo[1,5-a]pyrimidine, 25 ml. of glacial acetic acid and 2 ml. of 30% hydrogen peroxide is heated on a steam bath for 2 hours. The solvent is removed and the residue crystallized from ethanol to give 0.85 g. of the product of the example, m.p. 223°-226° C. Starting materials: N1=CC(=CC=C1)C1=CC=NC=2N1N=CC2 (7-(3-pyridyl)pyrazolo[1,5-a]pyrimidine), OO (hydrogen peroxide). Product: [N+]1(=CC=CC=C1)[O-].N1=CC(=CC=C1)C1=CC=NC=2N1N=CC2 (7-(3-Pyridyl)pyrazolo[1,5-a]pyrimidine pyridine-1-oxide). Run in C(C)(=O)O (acetic acid). Starting materials: CCCCCCC(OC(=O)c1ccccc1)C(CCCCC)C(=O)OC(C)(C)C, Cc1ccccc1. Product: CCCCCCC(O)C(CCCCC)C(=O)OC(C)(C)C. As a reaction SMILES: [C:1]([CH3:2])([CH3:3])([CH3:4])[O:5][C:6]([CH:7]([CH:8]([CH2:9][CH2:10][CH2:11][CH2:12][CH2:13][CH3:14])[O:15][C:16](=[O:17])[c:18]1[cH:19][cH:20][cH:21][cH:22][cH:23]1)[CH2:24][CH2:25][CH2:26][CH2:27][CH3:28])=[O:29].[CH3:30][c:31]1[cH:32][cH:33][cH:34][cH:35][cH:36]1>>[C:1]([CH3:2])([CH3:3])([CH3:4])[O:5][C:6]([CH:7]([CH:8]([CH2:9][CH2:10][CH2:11][CH2:12][CH2:13][CH3:14])[OH:15])[CH2:24][CH2:25][CH2:26][CH2:27][CH3:28])=[O:29]. The reactants are O=C(n1ccnc1)n1ccnc1, COc1cccnc1-c1cc(C(=O)O)cc(-n2cnnn2)c1, CN1CCCC1=O, NCCc1ccc(F)cc1, O. The product is COc1cccnc1-c1cc(C(=O)NCCc2ccc(F)cc2)cc(-n2cnnn2)c1. As a reaction SMILES: [C:23]([n:24]1[cH:25][cH:26][n:27][cH:28]1)([n:29]1[cH:30][cH:31][n:32][cH:33]1)=[O:34].[CH3:1][O:2][c:3]1[c:4](-[c:9]2[cH:10][c:11]([C:12](=[O:13])[OH:14])[cH:15][c:16](-[n:18]3[n:19][n:20][n:21][cH:22]3)[cH:17]2)[n:5][cH:6][cH:7][cH:8]1.[CH3:46][N:47]1[CH2:48][CH2:49][CH2:50][C:51]1=[O:52].[F:35][c:36]1[cH:37][cH:38][c:39]([CH2:42][CH2:43][NH2:44])[cH:40][cH:41]1.[OH2:45]>>[CH3:1][O:2][c:3]1[c:4](-[c:9]2[cH:10][c:11]([C:12](=[O:14])[NH:44][CH2:43][CH2:42][c:39]3[cH:38][cH:37][c:36]([F:35])[cH:41][cH:40]3)[cH:15][c:16](-[n:18]3[n:19][n:20][n:21][cH:22]3)[cH:17]2)[n:5][cH:6][cH:7][cH:8]1. Reactants: [NH+]1=CC=CC=C1.C(#N)CCOP([O-])([O-])=O.[NH+]1=CC=CC=C1 (2-cyanoethylphosphoric acid pyridinium salt), hydrogen ion, N1=CC=CC=C1 (pyridine), C(#N)CCOP(=O)([O-])[O-].[Ba+2] (barium 2-cyanoethylphosphate), ion. Solvent: O (water). Run at time 30 minute. Product: [NH+]1=CC=CC=C1.C(#N)CCOP(O)(O)=O (2-cyanoethylphosphoric acid pyridinium). RXN SMILES: [NH+:1]1[CH:6]=[CH:5][CH:4]=[CH:3][CH:2]=1.[C:7]([CH2:9][CH2:10][O:11][P:12](=[O:15])([O-:14])[O-:13])#[N:8].[NH+]1C=CC=CC=1.C(CCOP([O-])([O-])=O)#N.[Ba+2].N1C=CC=CC=1>O>[NH+:1]1[CH:6]=[CH:5][CH:4]=[CH:3][CH:2]=1.[C:7]([CH2:9][CH2:10][O:11][P:12](=[O:13])([OH:15])[OH:14])#[N:8] |f:0.1.2,3.4,7.8|. Procedure: According to the method of Tenor (J. Am. Chem. Soc., p. 159-168, 1961), 2-cyanoethylphosphoric acid pyridinium salt was prepared. Namely, 1.61 g of barium 2-cyanoethylphosphate and 10 g of an ion exchange resin (Dowex 50 (hydrogen ion form)) were suspended in water, stirred at room temperature for 30 minutes, 2 ml of pyridine was added to the supernatant, the mixture was washed with water, and the mixture then concentrated to dryness under a reduced pressure, followed by an addition of pyridine ...